From a dataset of the Open Reaction Database (ORD), a public repository of structured organic reaction records. describe an organic reaction: reactants, conditions, products, and yield RXN SMILES: [NH2:1][C:2]1[CH:9]=[C:8](F)[C:5]([C:6]#[N:7])=[CH:4][N:3]=1.[CH3:11][N:12]1[CH2:16][CH2:15][CH2:14][C@H:13]1[CH2:17][OH:18]>>[NH2:1][C:2]1[CH:9]=[C:8]([O:18][CH2:17][C@@H:13]2[CH2:14][CH2:15][CH2:16][N:12]2[CH3:11])[C:5]([C:6]#[N:7])=[CH:4][N:3]=1. Reactants: NC1=NC=C(C#N)C(=C1)F (6-amino-4-fluoronicotinonitrile), CN1[C@@H](CCC1)CO ((S)-(1-methylpyrrolidin-2-yl)methanol), intermediate 47. Procedure details: From intermediate 21 and (S)-(1-methylpyrrolidin-2-yl)methanol, reacted in an analogous manner to the preparation of intermediate 47. (UPLC-MS 3) tR 0.30 min; ESI-MS 233.2 [M+H]+. The product is NC1=NC=C(C#N)C(=C1)OC[C@H]1N(CCC1)C ((S)-6-amino-4-((1-methylpyrrolidin-2-yl)methoxy)nicotinonitrile). The reactants are C(C)(C)(C)[Si](OCCCS(=O)(=O)CCCO)(C)C (3-[3-(tert-Butyl-dimethyl-silanyloxy)-propane-1-sulfonyl]-propan-1-ol), BrCCCS(=O)(=O)C (1-Bromo-3-methanesulfonyl-propane). The product is BrCCCS(=O)(=O)CCCO[Si](C)(C)C(C)(C)C ([3-(3-Bromo-propane-1-sulfonyl)-propoxy]-tert-butyl-dimethyl-silane). As a reaction SMILES: [C:1]([Si:5]([CH3:18])([CH3:17])[O:6][CH2:7][CH2:8][CH2:9][S:10]([CH2:13][CH2:14][CH2:15]O)(=[O:12])=[O:11])([CH3:4])([CH3:3])[CH3:2].[Br:19]CCCS(C)(=O)=O>>[Br:19][CH2:15][CH2:14][CH2:13][S:10]([CH2:9][CH2:8][CH2:7][O:6][Si:5]([C:1]([CH3:4])([CH3:3])[CH3:2])([CH3:18])[CH3:17])(=[O:12])=[O:11]. Procedure details: Intermediate 24 (485 mg) was prepared from Intermediate 20 (1.18 g, 4 mmol)) according to an analogous procedure to that described for Intermediate 14. Starting materials: FC=1C=C(OCCO)C=C(C1)F (2-(3,5-difluoro-phenoxy)-ethanol), CS(=O)(=O)Cl (methanesulfonyl chloride). The solvent is N1=CC=CC=C1 (pyridine). Run at time 16 hour. The product is FC=1C=C(OCCOS(=O)(=O)C)C=C(C1)F (methanesulfonic acid 2-(3,5-difluoro-phenoxy)-ethyl ester). The yield is 49.9%. As a reaction SMILES: [F:1][C:2]1[CH:3]=[C:4]([CH:9]=[C:10]([F:12])[CH:11]=1)[O:5][CH2:6][CH2:7][OH:8].[CH3:13][S:14](Cl)(=[O:16])=[O:15]>N1C=CC=CC=1>[F:1][C:2]1[CH:3]=[C:4]([CH:9]=[C:10]([F:12])[CH:11]=1)[O:5][CH2:6][CH2:7][O:8][S:14]([CH3:13])(=[O:16])=[O:15]. Procedure: A solution of 2-(3,5-difluoro-phenoxy)-ethanol (2.5 g, 14.3 mmol) in pyridine (10 ml) was cooled with an ice bath and treated dropwise with methanesulfonyl chloride (1.7 g, 14.7 mmol). The ice bath was removed and the mixture was stirred for 16 hours at room temperature. The pyridine was evaporated in vacuo and the residue was dissolved in ethyl acetate. The organic phase was washed with water, with 2N hydrochloric acid then three times with water, dried over magnesium sulfate and concentrated. ... Starting materials: COC=1C=CC=C2C(=C(C=NC12)C(=O)O)NC1=CC=C(C=C1)C(=O)NC1CCN(CC1)CC1=CC=CC=C1 (8-methoxy-4-[[4-[[[1-(phenylmethyl)-4-piperidinyl]amino]carbonyl]phenyl]amino]-3-quinolinecarboxylic acid), CN1CCC(CC1)NC (1-methyl-4-(methylamino)piperidine), amide. Product: COC=1C=CC=C2C(=C(C=NC12)C(=O)NC1CCN(CC1)C)NC1=CC=C(C=C1)C(=O)NC1CCN(CC1)CC1=CC=CC=C1 (8-Methoxy-N-(1-methyl-4-piperidinyl)-4-[[4-[[[1-(phenylmethyl)-4-piperidinyl]amino]carbonyl]phenyl]amino]-3-quinolinecarboxamide). Reaction SMILES: [CH3:1][O:2][C:3]1[CH:4]=[CH:5][CH:6]=[C:7]2[C:12]=1[N:11]=[CH:10][C:9]([C:13](O)=[O:14])=[C:8]2[NH:16][C:17]1[CH:22]=[CH:21][C:20]([C:23]([NH:25][CH:26]2[CH2:31][CH2:30][N:29]([CH2:32][C:33]3[CH:38]=[CH:37][CH:36]=[CH:35][CH:34]=3)[CH2:28][CH2:27]2)=[O:24])=[CH:19][CH:18]=1.[CH3:39][N:40]1[CH2:45][CH2:44][CH:43]([NH:46]C)[CH2:42][CH2:41]1>>[CH3:1][O:2][C:3]1[CH:4]=[CH:5][CH:6]=[C:7]2[C:12]=1[N:11]=[CH:10][C:9]([C:13]([NH:46][CH:43]1[CH2:44][CH2:45][N:40]([CH3:39])[CH2:41][CH2:42]1)=[O:14])=[C:8]2[NH:16][C:17]1[CH:22]=[CH:21][C:20]([C:23]([NH:25][CH:26]2[CH2:31][CH2:30][N:29]([CH2:32][C:33]3[CH:38]=[CH:37][CH:36]=[CH:35][CH:34]=3)[CH2:28][CH2:27]2)=[O:24])=[CH:19][CH:18]=1. Procedure details: 8-Methoxy-N-(1-methyl-4-piperidinyl)-4-[[4-[[[1-(phenylmethyl)-4-piperidinyl]amino]carbonyl]phenyl]amino]-3-quinolinecarboxamide was prepared by coupling 8-methoxy-4-[[4-[[[1-(phenylmethyl)-4-piperidinyl]amino]carbonyl]phenyl]amino]-3-quinolinecarboxylic acid and commercially available 1-methyl-4-(methylamino)piperidine as described for Example 17, Step 5: mp 230°-232 ° C.; 1H NMR (Me2SO-d6, 400 MHz), 3:1 mixture of amide rotamers, a:b) δ 9.09 (s, 1Ha), 8.84 (s, 1Hb), 8.58 (s, 1Hb), 8.51 (s, 1Ha... Starting materials: COC(C1=CC(C(=O)O)=CC=C1)=O (isophthalic acid monomethyl ester), CCN=C=NCCCN(C)C.Cl (EDAC.HCl), C=1C=CC2=C(C1)N=NN2O (HOBt), Cl.NCC(=O)C1=CC=C(C=C1)OC (2-amino-1-(4-methoxy-phenyl)-ethanone hydrochloride), C(C)(C)N(CC)C(C)C (di-isopropyl ethylamine). The solvent is O (Water), CN(C=O)C (dimethylformamide). Conditions: time 8 hour. The product is COC(C1=CC(C(=O)NCC(=O)C2=CC=C(C=C2)OC)=CC=C1)=O (N-[2-(4-Methoxy-phenyl)-2-oxo-ethyl]-isophthalamic acid methylester). Yield: 194.4%. RXN SMILES: [CH3:1][O:2][C:3](=[O:13])[C:4]1[CH:12]=[CH:11][CH:10]=[C:6]([C:7]([OH:9])=O)[CH:5]=1.CCN=C=NCCCN(C)C.Cl.C1C=CC2N(O)N=NC=2C=1.Cl.[NH2:37][CH2:38][C:39]([C:41]1[CH:46]=[CH:45][C:44]([O:47][CH3:48])=[CH:43][CH:42]=1)=[O:40].C(N(C(C)C)CC)(C)C>CN(C)C=O.O>[CH3:1][O:2][C:3](=[O:13])[C:4]1[CH:12]=[CH:11][CH:10]=[C:6]([C:7]([NH:37][CH2:38][C:39]([C:41]2[CH:46]=[CH:45][C:44]([O:47][CH3:48])=[CH:43][CH:42]=2)=[O:40])=[O:9])[CH:5]=1 |f:1.2,4.5|. Procedure: 1.8 g (5.5 mmol) of isophthalic acid monomethyl ester from Preparation 1, 3.5 g (18.5 mmol) of EDAC.HCl, 2.5 g (18.5 mmol) of HOBt, and 3.1 g (15.4 mmol) of 2-amino-1-(4-methoxy-phenyl)-ethanone hydrochloride were dissolved in 20 mL of dimethylformamide. 1.9 g (15.4 mmol) of di-isopropyl ethylamine was then added. Stirring was continued overnight at room temperature. Water (60 ml) was added, and the product was filtered, washed with water. The resulting solid was triturated in hot methanol, filt... Reactants: ethanolic solution, CN1CCC=2C=CC=C3C2[C@H]1CC4=C3C(=C(C=C4)O)O.Cl (apomorphine HCl), N[C@H](C(=O)O)CCC(=O)N[C@@H](CS)C(=O)NCC(=O)O (glutathione), C[Si](O[*:2])(C)[*:1] (polydimethylsiloxane). The product is CN1CCC=2C=CC=C3C2[C@H]1CC4=C3C(=C(C=C4)O)O (apomorphine). As a reaction SMILES: [CH3:1][N:2]1[C@@H:11]2[CH2:12][C:13]3[CH:18]=[CH:17][C:16]([OH:19])=[C:15]([OH:20])[C:14]=3[C:9]3[C:10]2=[C:5]([CH:6]=[CH:7][CH:8]=3)[CH2:4][CH2:3]1.Cl.N[C@@H](CCC(N[C@H](C(NCC(O)=O)=O)CS)=O)C(O)=O>>[CH3:1][N:2]1[C@@H:11]2[CH2:12][C:13]3[CH:18]=[CH:17][C:16]([OH:19])=[C:15]([OH:20])[C:14]=3[C:9]3[C:10]2=[C:5]([CH:6]=[CH:7][CH:8]=3)[CH2:4][CH2:3]1 |f:0.1|. Reported procedure: An apomorphine transdermal patch formulation was prepared by adding 1 milliliter of a ethanolic solution of 20 mg/ml apomorphine HCl and 2.6 mg/ml glutathione to 2 g of polydimethylsiloxane 200 and mixing until the mixture congealed.